From a dataset of the Open Reaction Database (ORD), a public repository of structured organic reaction records. describe an organic reaction: reactants, conditions, products, and yield The reactants are CCOC=C(C(=O)OCC)C(=O)c1cc(F)c(Cl)nc1Cl, CCO, NC1CC1. The product is CCOC(=O)C(=CNC1CC1)C(=O)c1cc(F)c(Cl)nc1Cl. As a reaction SMILES: [CH2:1]([CH3:2])[O:3][C:4]([C:5]([C:6](=[O:7])[c:8]1[c:9]([Cl:16])[n:10][c:11]([Cl:15])[c:12]([F:14])[cH:13]1)=[CH:17][O:18][CH2:19][CH3:20])=[O:21].[CH3:26][CH2:27][OH:28].[CH:22]1([NH2:25])[CH2:23][CH2:24]1>>[CH2:1]([CH3:2])[O:3][C:4]([C:5]([C:6](=[O:7])[c:8]1[c:9]([Cl:16])[n:10][c:11]([Cl:15])[c:12]([F:14])[cH:13]1)=[CH:17][NH:25][CH:22]1[CH2:23][CH2:24]1)=[O:21].